From a dataset of the Open Reaction Database (ORD), a public repository of structured organic reaction records. describe an organic reaction: reactants, conditions, products, and yield The reactants are [OH-].[Na+] (NaOH), Cl.ClCC1=NC=NC(=C1C)N1CCCCC1 (4-chloromethyl-5-methyl-6-piperidino pyrimidine hydrochloride), SC=1NC2=C(N1)C=CC(=C2)OC (2-mercapto-5-methoxybenzimidazole), O (water). The solvent is C(C)O (ethanol). The product is COC1=CC2=C(NC(=N2)SCC2=NC=NC(=C2C)N2CCCCC2)C=C1 (5-methoxy-2-(5-methyl-6-piperidino-4-pyrimidinylmethylthio)-(1H)-benzimidazole). RXN SMILES: Cl.Cl[CH2:3][C:4]1[C:9]([CH3:10])=[C:8]([N:11]2[CH2:16][CH2:15][CH2:14][CH2:13][CH2:12]2)[N:7]=[CH:6][N:5]=1.[SH:17][C:18]1[NH:19][C:20]2[CH:26]=[C:25]([O:27][CH3:28])[CH:24]=[CH:23][C:21]=2[N:22]=1.O.[OH-].[Na+]>C(O)C>[CH3:28][O:27][C:25]1[CH:24]=[CH:23][C:21]2[NH:22][C:18]([S:17][CH2:3][C:4]3[C:9]([CH3:10])=[C:8]([N:11]4[CH2:16][CH2:15][CH2:14][CH2:13][CH2:12]4)[N:7]=[CH:6][N:5]=3)=[N:19][C:20]=2[CH:26]=1 |f:0.1,4.5|. Procedure: A mixture of 4-chloromethyl-5-methyl-6-piperidino pyrimidine hydrochloride (4.63 g) and 2-mercapto-5-methoxybenzimidazole (3.18 g) in ethanol (180 ml) were heated at 50° for 5 hours. The solution was stripped to a residual glass, to which water was added, the pH raised to 13 (NaOH), and extracted with chloroform. Extracts were dried (K2CO3) and stripped to a residual glass which crystallised from ethyl acetate to give 5-methoxy-2-(5-methyl-6-piperidino-4-pyrimidinylmethylthio)-(1H)-benzimidazole... As a reaction SMILES: [CH3:18][O:19][c:20]1[n:21][c:22]([SH:28])[n:23][c:24]([O:26][CH3:27])[cH:25]1.[ClH:17].[ClH:1].[N:13]([O-:14])=[O:15].[NH2:2][c:3]1[c:4]([C:5](=[O:6])[OH:7])[c:8]([Cl:12])[cH:9][cH:10][cH:11]1.[Na+:16].[Na+:30].[OH-:29].[OH2:31]>>[c:3]1([S:28][c:22]2[n:21][c:20]([O:19][CH3:18])[cH:25][c:24]([O:26][CH3:27])[n:23]2)[c:4]([C:5](=[O:6])[OH:7])[c:8]([Cl:12])[cH:9][cH:10][cH:11]1. The reactants are COc1cc(OC)nc(S)n1, Cl, Cl, O=N[O-], Nc1cccc(Cl)c1C(=O)O, [Na+], [Na+], [OH-], O. The product is COc1cc(OC)nc(Sc2cccc(Cl)c2C(=O)O)n1. Reactants: C(C)OC(C1=CC(=CC=C1)SC1=C(NC2=C(C(=CC=C12)Cl)F)C)=O (3-(6-chloro-7-fluoro-2-methyl-1H-indol-3-ylsulfanyl)-benzoic acid ethyl ester), C1(CC1)CN1N=CC(=C1)I (1-cyclopropylmethyl-4-iodo-1H-pyrazole). The product is C(C)OC(C1=CC(=CC=C1)SC1=C(N(C2=C(C(=CC=C12)Cl)F)C=1C=NN(C1)CC1CC1)C)=O (3-[6-Chloro-1-(1-cyclopropylmethyl-1H-pyrazol-4-yl)-7-fluoro-2-methyl-1H-indol-3-ylsulfanyl]-benzoic acid ethyl ester). As a reaction SMILES: [CH2:1]([O:3][C:4](=[O:24])[C:5]1[CH:10]=[CH:9][CH:8]=[C:7]([S:11][C:12]2[C:20]3[C:15](=[C:16]([F:22])[C:17]([Cl:21])=[CH:18][CH:19]=3)[NH:14][C:13]=2[CH3:23])[CH:6]=1)[CH3:2].[CH:25]1([CH2:28][N:29]2[CH:33]=[C:32](I)[CH:31]=[N:30]2)[CH2:27][CH2:26]1>>[CH2:1]([O:3][C:4](=[O:24])[C:5]1[CH:10]=[CH:9][CH:8]=[C:7]([S:11][C:12]2[C:20]3[C:15](=[C:16]([F:22])[C:17]([Cl:21])=[CH:18][CH:19]=3)[N:14]([C:32]3[CH:31]=[N:30][N:29]([CH2:28][CH:25]4[CH2:27][CH2:26]4)[CH:33]=3)[C:13]=2[CH3:23])[CH:6]=1)[CH3:2]. Procedure details: Prepared according to the procedure described in Example 55, Step 2 using the following starting materials: 3-(6-chloro-7-fluoro-2-methyl-1H-indol-3-ylsulfanyl)-benzoic acid ethyl ester and 1-cyclopropylmethyl-4-iodo-1H-pyrazole. Reactants: CCC(Oc1cc2c(C)c(C)sc2c(Cl)c1Cl)C(=O)[O-], CCO, Cl, [Na+], [OH-]. Yields the product Cc1sc2c(Cl)c(Cl)c(OCC(=O)O)cc2c1C. As a reaction SMILES: [CH2:1]([CH3:2])[CH:3]([C:4](=[O:5])[O-:6])[O:7][c:8]1[cH:9][c:10]2[c:11]([s:12][c:13]([CH3:16])[c:14]2[CH3:15])[c:17]([Cl:20])[c:18]1[Cl:19].[CH3:24][CH2:25][OH:26].[ClH:23].[Na+:22].[OH-:21]>>[CH2:3]([C:4](=[O:5])[OH:6])[O:7][c:8]1[cH:9][c:10]2[c:11]([s:12][c:13]([CH3:16])[c:14]2[CH3:15])[c:17]([Cl:20])[c:18]1[Cl:19].